This data is from the Open Reaction Database (ORD), a public repository of structured organic reaction records. The task is: describe an organic reaction: reactants, conditions, products, and yield The product is CC(=O)Nc1ccc(Nc2cc(CCc3ccccc3)ccc2C(=O)O)cc1. RXN SMILES: [C:8]([CH3:9])(=[O:10])[NH:11][c:12]1[cH:13][cH:14][c:15]([NH:18][c:19]2[c:20]([C:21](=[O:22])[O:23][C:24]([CH3:25])([CH3:26])[CH3:27])[cH:28][cH:29][c:30]([CH2:32][CH2:33][c:34]3[cH:35][cH:36][cH:37][cH:38][cH:39]3)[cH:31]2)[cH:16][cH:17]1.[OH:1][C:2]([C:3]([F:4])([F:5])[F:6])=[O:7]>>[C:8]([CH3:9])(=[O:10])[NH:11][c:12]1[cH:13][cH:14][c:15]([NH:18][c:19]2[c:20]([C:21](=[O:22])[OH:23])[cH:28][cH:29][c:30]([CH2:32][CH2:33][c:34]3[cH:35][cH:36][cH:37][cH:38][cH:39]3)[cH:31]2)[cH:16][cH:17]1. Reactants: CC(=O)Nc1ccc(Nc2cc(CCc3ccccc3)ccc2C(=O)OC(C)(C)C)cc1, O=C(O)C(F)(F)F. Starting materials: FC1=C(C=CC(=C1)F)N1N=C(C=2C[C@@H]3[C@H](C12)C3)C(=O)O ((1aR,5aR)-2-(2,4-Difluoro-phenyl)-1a,2,5,5a-tetrahydro-1H-2,3-diaza-cyclopropa[a]pentalene-4-carboxylic Acid), NC(CO)C=1C=NC=CC1 (2-amino-2-(pyridin-3-yl)ethanol). Yields the product OCC(C=1C=NC=CC1)NC(=O)C=1C=2C[C@@H]3[C@H](C2N(N1)C1=C(C=C(C=C1)F)F)C3 ((1aR,5aR)-2-(2,4-Difluoro-phenyl)-1a,2,5,5a-tetrahydro-1H-2,3-diaza-cyclopropa[a]pentalene-4-carboxylic Acid (2-Hydroxy-1-pyridin-3-yl-ethyl)-amide). As a reaction SMILES: [F:1][C:2]1[CH:7]=[C:6]([F:8])[CH:5]=[CH:4][C:3]=1[N:9]1[C:16]2[C@@H:15]3[CH2:17][C@@H:14]3[CH2:13][C:12]=2[C:11]([C:18]([OH:20])=O)=[N:10]1.[NH2:21][CH:22]([C:25]1[CH:26]=[N:27][CH:28]=[CH:29][CH:30]=1)[CH2:23][OH:24]>>[OH:24][CH2:23][CH:22]([NH:21][C:18]([C:11]1[C:12]2[CH2:13][C@H:14]3[CH2:17][C@H:15]3[C:16]=2[N:9]([C:3]2[CH:4]=[CH:5][C:6]([F:8])=[CH:7][C:2]=2[F:1])[N:10]=1)=[O:20])[C:25]1[CH:26]=[N:27][CH:28]=[CH:29][CH:30]=1. Procedure details: The title compound was prepared in a manner similar to that described in Method G using Intermediate 1 (see Example 1.1) and 2-amino-2-(pyridin-3-yl)ethanol. LCMS m/z=397.4 [M+H]+; 1H NMR (400 MHz, CDCl3) δ 0.48 (td, J=4.7 and 3.5 Hz, 1H), 1.17 (td, J=7.9 and 4.7 Hz, 1H), 2.08-2.14 (m, 1H), 2.23-2.30 (m, 1H), 2.56 (bs, 1H), 2.93 (d, J=16.4 Hz, 1H), 3.03 (dd, J=16.4 and 6.2 Hz, 1H), 3.98-4.03 (m, 2H), 5.19-5.24 (m, 1H), 7.02 (t, J=8.0 Hz, 2H), 7.27 (dd, J=7.8 and 5.0 Hz, 1H), 7.47 (d, J=7.6 Hz, 1...